From a dataset of the Open Reaction Database (ORD), a public repository of structured organic reaction records. describe an organic reaction: reactants, conditions, products, and yield The reactants are FC(C(=CC(=O)OCC)C1=CC(=C(C=C1)F)[N+](=O)[O-])(F)F (ethyl 4,4,4-trifluoro-3-(4-fluoro-3-nitrophenyl)but-2-enoate). Reagents/catalysts: [Pd] (palladium on carbon). The solvent is C(C)O (ethanol). Run at time 8 hour. The product is NC=1C=C(C=CC1F)C(CC(=O)OCC)C(F)(F)F ((+/−)-Ethyl 3-(3-amino-4-fluorophenyl)-4,4,4-trifluorobutanoate). RXN SMILES: [F:1][C:2]([F:21])([F:20])[C:3]([C:10]1[CH:15]=[CH:14][C:13]([F:16])=[C:12]([N+:17]([O-])=O)[CH:11]=1)=[CH:4][C:5]([O:7][CH2:8][CH3:9])=[O:6]>C(O)C.[Pd]>[NH2:17][C:12]1[CH:11]=[C:10]([CH:3]([C:2]([F:21])([F:1])[F:20])[CH2:4][C:5]([O:7][CH2:8][CH3:9])=[O:6])[CH:15]=[CH:14][C:13]=1[F:16]. Procedure: 5.0 g (16.3 mmol) of ethyl 4,4,4-trifluoro-3-(4-fluoro-3-nitrophenyl)but-2-enoate were dissolved in 133 ml of ethanol, and 866 mg of palladium on carbon (10%) were added under argon. At RT, the reaction mixture was stirred vigorously under an atmosphere of hydrogen (atmospheric pressure) overnight. The mixture was then filtered off through celite and the residue was washed with ethyl acetate. The filtrate was concentrated under reduced pressure and the residue obtained was purified by chromatogr... The reactants are CCCOc1ccc(N)cc1, CN(C)c1ccccc1, ClC(Cl)Cl, O=C(O)c1c(Cl)ccc([N+](=O)[O-])c1Cl. The product is CCCOc1ccc(Nc2c([N+](=O)[O-])ccc(Cl)c2C(=O)O)cc1. RXN SMILES: [CH2:1]([CH2:2][CH3:3])[O:4][c:5]1[cH:6][cH:7][c:8]([NH2:9])[cH:10][cH:11]1.[CH3:26][N:27]([c:28]1[cH:29][cH:30][cH:31][cH:32][cH:33]1)[CH3:34].[CH:35]([Cl:36])([Cl:37])[Cl:38].[Cl:12][c:13]1[c:14]([C:15](=[O:16])[OH:17])[c:18]([Cl:25])[cH:19][cH:20][c:21]1[N+:22](=[O:23])[O-:24]>>[CH2:1]([CH2:2][CH3:3])[O:4][c:5]1[cH:6][cH:7][c:8]([NH:9][c:13]2[c:14]([C:15](=[O:16])[OH:17])[c:18]([Cl:25])[cH:19][cH:20][c:21]2[N+:22](=[O:23])[O-:24])[cH:10][cH:11]1. Starting materials: CC(C)C(OCc1ccccc1)C(=O)N1CCOCC1, [Li]C(C)C, [Cl-], [NH4+], C1CCOC1. The product is CC(C)C(=O)C(OCc1ccccc1)C(C)C. Reaction SMILES: [CH2:1]([c:2]1[cH:3][cH:4][cH:5][cH:6][cH:7]1)[O:8][CH:9]([C:10](=[O:11])[N:12]1[CH2:13][CH2:14][O:15][CH2:16][CH2:17]1)[CH:18]([CH3:19])[CH3:20].[CH:21]([CH3:22])([CH3:23])[Li:24].[Cl-:25].[NH4+:26].[O:27]1[CH2:28][CH2:29][CH2:30][CH2:31]1>>[CH2:1]([c:2]1[cH:3][cH:4][cH:5][cH:6][cH:7]1)[O:8][CH:9]([C:10](=[O:11])[CH:21]([CH3:22])[CH3:23])[CH:18]([CH3:19])[CH3:20]. Reactants: C1=CC(=CC=C1N)O (p-aminophenol), C(=O)([O-])[O-].[K+].[K+] (K2CO3), CN(C)C=O (DMF), ClCCCC(=O)Cl (4-chlorobutanoyl chloride). Solvent: CC#N (MeCN), O (water). Run at time 40 minute. Yields the product OC1=CC=C(C=C1)N1C(CCC1)=O (1-(4-Hydroxyphenyl)-2-pyrrolidinone). Yield: 19.3%. RXN SMILES: [CH:1]1[C:6]([NH2:7])=[CH:5][CH:4]=[C:3]([OH:8])[CH:2]=1.C([O-])([O-])=O.[K+].[K+].Cl[CH2:16][CH2:17][CH2:18][C:19](Cl)=[O:20].CN(C=O)C>CC#N.O>[OH:8][C:3]1[CH:4]=[CH:5][C:6]([N:7]2[CH2:16][CH2:17][CH2:18][C:19]2=[O:20])=[CH:1][CH:2]=1 |f:1.2.3|. Reported procedure: To a solution of p-aminophenol (0.545 g, 5.00 mmol) in dry MeCN (5 mL) at 0° C. was added K2CO3 (1.38 g, 10.0 mmol), followed by dropwise addition of 4-chlorobutanoyl chloride (0.56 mL, 5.0 mmol). The mixture was stirred at rt for 40 min and then brought to reflux. Dry DMF (5 mL) was added after 90 min and heating was continued for an additional 2 h. The mixture was cooled, poured into water, and extracted with EtOAc (×8). Combined organics were washed with brine, dried over Na2SO4, filtered, an... Reactants: FC1=CC2=C(N=C(N2)SCCN2CCN(CC2)CC(=O)NC=2C(=NC(=CC2OCC(F)(F)F)C)OCC(F)(F)F)C=C1F (2-[4-[2-(5,6-difluorobenzimidazol-2-ylthio)ethyl]piperazin-1-yl]-N-[2,4-bis(2,2,2-trifluoroethoxy)-6-methyl-3-pyridyl]acetamide), Cl.N1=CC=CC=C1 (pyridine hydrochloride). Solvent: C(C)O (ethanol). Product: Cl.FC1=CC2=C(N=C(N2)SCCN2CCN(CC2)CC(=O)NC=2C(=NC(=CC2OCC(F)(F)F)C)OCC(F)(F)F)C=C1F (2-[4-[2-(5,6-difluorobenzimidazol-2-ylthio)ethyl]piperazin-1-yl]-N-[2,4-bis(2,2,2-trifluoroethoxy)-6-methyl-3-pyridyl]acetamide hydrochloride). Yield: 74.3%. Reaction SMILES: [F:1][C:2]1[C:42]([F:43])=[CH:41][C:5]2[N:6]=[C:7]([S:9][CH2:10][CH2:11][N:12]3[CH2:17][CH2:16][N:15]([CH2:18][C:19]([NH:21][C:22]4[C:23]([O:35][CH2:36][C:37]([F:40])([F:39])[F:38])=[N:24][C:25]([CH3:34])=[CH:26][C:27]=4[O:28][CH2:29][C:30]([F:33])([F:32])[F:31])=[O:20])[CH2:14][CH2:13]3)[NH:8][C:4]=2[CH:3]=1.[ClH:44].N1C=CC=CC=1>C(O)C>[ClH:44].[F:1][C:2]1[C:42]([F:43])=[CH:41][C:5]2[N:6]=[C:7]([S:9][CH2:10][CH2:11][N:12]3[CH2:13][CH2:14][N:15]([CH2:18][C:19]([NH:21][C:22]4[C:23]([O:35][CH2:36][C:37]([F:38])([F:39])[F:40])=[N:24][C:25]([CH3:34])=[CH:26][C:27]=4[O:28][CH2:29][C:30]([F:33])([F:32])[F:31])=[O:20])[CH2:16][CH2:17]3)[NH:8][C:4]=2[CH:3]=1 |f:1.2,4.5|. Procedure details: After dissolving 2-[4-[2-(5,6-difluorobenzimidazol-2-ylthio)ethyl]piperazin-1-yl]-N-[2,4-bis(2,2,2-trifluoroethoxy)-6-methyl-3-pyridyl]acetamide (1.00 g, 1.56 mmol) in ethanol (20 mL), pyridine hydrochloride (360 mg, 3.12 mmol) was added. The reaction mixture was concentrated, and the residue was recrystallized from ethanol to obtain the title compound (787 mg, 78%; including 40% equivalent of ethanol as determined by 1H-NMR) as a colorless crystalline powder.